Dataset: the Open Reaction Database (ORD), a public repository of structured organic reaction records. Task: describe an organic reaction: reactants, conditions, products, and yield Starting materials: NCCCNC(OCC1=CC=CC=C1)=O (Benzyl 3-aminopropylcarbamate), C(=O)OCC (ethyl formate), amine. The product is C(=O)NCCCNC(OCC1=CC=CC=C1)=O (Benzyl [3-(formylamino)propyl]carbamate). The yield is 99.0%. RXN SMILES: [NH2:1][CH2:2][CH2:3][CH2:4][NH:5][C:6](=[O:15])[O:7][CH2:8][C:9]1[CH:14]=[CH:13][CH:12]=[CH:11][CH:10]=1.[CH:16](OCC)=[O:17]>>[CH:16]([NH:1][CH2:2][CH2:3][CH2:4][NH:5][C:6](=[O:15])[O:7][CH2:8][C:9]1[CH:14]=[CH:13][CH:12]=[CH:11][CH:10]=1)=[O:17]. Procedure details: Benzyl 3-aminopropylcarbamate 12 (8.00 g, 36.0 mmol) was dissolved in 250 mL of ethyl formate. The solution was refluxed for 4 h. Following complete conversion of the amine, the solution was concentrated to dryness in a rotary evaporator to obtain the formamide as a colorless oil (8.90 g, 99%). Starting materials: CCOC(=O)C(CCn1cccc1C(=O)c1ccccc1)C(=O)OCC, CC(=O)[O-], CC(=O)[O-], CC(=O)[O-], CC(=O)O, CC(=O)OC(C)=O, [K+], [Mn+2], O=[Mn](=O)(=O)[O-], [Na+], O, O, O, O, O. Yields the product CCOC(=O)C1(C(=O)OCC)CCn2c(C(=O)c3ccccc3)ccc21. Reaction SMILES: [C:19]([c:20]1[cH:21][cH:22][cH:23][cH:24][cH:25]1)(=[O:26])[c:27]1[n:28]([CH2:32][CH2:33][CH:34]([C:35](=[O:36])[O:37][CH2:38][CH3:39])[C:40](=[O:41])[O:42][CH2:43][CH3:44])[cH:29][cH:30][cH:31]1.[C:53]([O-:54])(=[O:55])[CH3:56].[C:58]([O-:59])(=[O:60])[CH3:61].[CH3:15][C:16](=[O:17])[O-:18].[CH3:45][C:46](=[O:47])[OH:48].[CH3:7][C:8]([O:9][C:10](=[O:11])[CH3:12])=[O:13].[K+:6].[Mn+2:57].[Mn:1]([O-:2])(=[O:3])(=[O:4])=[O:5].[Na+:14].[OH2:49].[OH2:50].[OH2:51].[OH2:52].[OH2:62]>>[C:19]([c:20]1[cH:21][cH:22][cH:23][cH:24][cH:25]1)(=[O:26])[c:27]1[n:28]2[c:29]([cH:30][cH:31]1)[C:34]([C:35](=[O:36])[O:37][CH2:38][CH3:39])([C:40](=[O:41])[O:42][CH2:43][CH3:44])[CH2:33][CH2:32]2. Reactants: CCC(=O)Cl, CCOC(C)=O, ClCCl, Cl, Cl, CCOC(=O)NC1CCc2ccc(OCCN)cc2C1Cc1ccc(Cl)c(Cl)c1. Product: CCOC(=O)NC1CCc2ccc(OCCNC(=O)CC)cc2C1Cc1ccc(Cl)c(Cl)c1. Reaction SMILES: [C:31]([CH2:32][CH3:33])(=[O:34])[Cl:35].[CH3:40][CH2:41][O:42][C:43](=[O:44])[CH3:45].[Cl:37][CH2:38][Cl:39].[ClH:1].[ClH:36].[NH2:2][CH2:3][CH2:4][O:5][c:6]1[cH:7][cH:8][c:9]2[c:14]([cH:15]1)[CH:13]([CH2:16][c:17]1[cH:18][c:19]([Cl:24])[c:20]([Cl:23])[cH:21][cH:22]1)[CH:12]([NH:25][C:26]([O:27][CH2:28][CH3:29])=[O:30])[CH2:11][CH2:10]2>>[NH:2]([CH2:3][CH2:4][O:5][c:6]1[cH:7][cH:8][c:9]2[c:14]([cH:15]1)[CH:13]([CH2:16][c:17]1[cH:18][c:19]([Cl:24])[c:20]([Cl:23])[cH:21][cH:22]1)[CH:12]([NH:25][C:26]([O:27][CH2:28][CH3:29])=[O:30])[CH2:11][CH2:10]2)[C:31]([CH2:32][CH3:33])=[O:34].